From a dataset of the Open Reaction Database (ORD), a public repository of structured organic reaction records. describe an organic reaction: reactants, conditions, products, and yield Reactants: C(C)(C)(C)OC(=O)N1[C@@H](CCCC1)CCOC1=C(C(NC2=CC(=C(C=C12)[N+](=O)[O-])Cl)=O)C1=CC(=CC(=C1)C)C ((S)-2-{2-[7-chloro-3-(3,5-dimethylphenyl)-6-nitro-2-oxo-1,2-dihydroquinolin-4-yloxy]-ethyl}-piperidine-1-carboxylic acid tert-butyl ester), FC(C(=O)O)(F)F (trifluoroacetic acid). Reagents/catalysts: C1(=CC=CC=C1)OC (anisole). Yields the product ClC1=C(C=C2C(=C(C(NC2=C1)=O)C1=CC(=CC(=C1)C)C)OCC[C@H]1NCCCC1)[N+](=O)[O-] ((S)-7-chloro-3-(3,5-dimethylphenyl)-6-nitro-4-(2-piperidin-2-yl-ethoxy)-1H-quinolin-2-one). Reaction SMILES: C(OC([N:8]1[CH2:13][CH2:12][CH2:11][CH2:10][C@H:9]1[CH2:14][CH2:15][O:16][C:17]1[C:26]2[C:21](=[CH:22][C:23]([Cl:30])=[C:24]([N+:27]([O-:29])=[O:28])[CH:25]=2)[NH:20][C:19](=[O:31])[C:18]=1[C:32]1[CH:37]=[C:36]([CH3:38])[CH:35]=[C:34]([CH3:39])[CH:33]=1)=O)(C)(C)C.FC(F)(F)C(O)=O>C1(OC)C=CC=CC=1>[Cl:30][C:23]1[CH:22]=[C:21]2[C:26]([C:17]([O:16][CH2:15][CH2:14][C@@H:9]3[CH2:10][CH2:11][CH2:12][CH2:13][NH:8]3)=[C:18]([C:32]3[CH:33]=[C:34]([CH3:39])[CH:35]=[C:36]([CH3:38])[CH:37]=3)[C:19](=[O:31])[NH:20]2)=[CH:25][C:24]=1[N+:27]([O-:29])=[O:28]. Procedure: To a solution of (S)-2-{2-[7-chloro-3-(3,5-dimethylphenyl)-6-nitro-2-oxo-1,2-dihydroquinolin-4-yloxy]-ethyl}-piperidine-1-carboxylic acid tert-butyl ester (35 mg in 2 mL dry methylene chloride) was added 2 drops of anisole followed by 2 mL of trifluoroacetic acid and the mixture stirred at room temperature. After 30 minutes the solvents were removed in vacuo. The residue was azeotroped in vacuo successively from 2 mL carbon tetrachloride, 2 mL chloroform and 2 mL methylene chloride and the final... The reactants are O=C(CCCC(=O)O)C1=CC=CC=C1 (5-oxo-5-phenylpentanoic acid), OS(=O)(=O)O (H2SO4), CO (methanol), O (water). Product: O=C(CCCC(=O)OC)C1=CC=CC=C1 (methyl 5-oxo-5-phenylpentanoate). Reaction SMILES: [O:1]=[C:2]([C:9]1[CH:14]=[CH:13][CH:12]=[CH:11][CH:10]=1)[CH2:3][CH2:4][CH2:5][C:6]([OH:8])=[O:7].OS(O)(=O)=O.O.[CH3:21]O>>[O:1]=[C:2]([C:9]1[CH:14]=[CH:13][CH:12]=[CH:11][CH:10]=1)[CH2:3][CH2:4][CH2:5][C:6]([O:8][CH3:21])=[O:7]. Procedure details: A solution of 50.0 g of 5-oxo-5-phenylpentanoic acid (260 mmol) (origin: Fluka) and 70 ml of conc. H2SO4 in 1400 ml of methanol was heated under reflux for 1 h. The reaction mixture was cooled down to room temperature and added to 2 l of water and extracted with ether (2×). The organic phase was washed with water (1×), an aq. solution of NaHCO3 (10%, 2×), again with water (2×), dried (Na2SO4) and concentrated to give 47.9 g (90%) of a slightly yellow oil, which slowly crystallizes at 4° C. The reactants are ONC(OC(C)(C)C)=O (tert-butyl N-hydroxycarbamate), CON(C(=O)Cl)C (N-Methoxy-N-methylcarbamoyl chloride). Product: CON(C(ONC(=O)OC(C)(C)C)=O)C ([(tert-Butoxy)carbonyl]amino N-methoxy-N-methylcarbamate). As a reaction SMILES: [OH:1][NH:2][C:3](=[O:9])[O:4][C:5]([CH3:8])([CH3:7])[CH3:6].[CH3:10][O:11][N:12]([CH3:16])[C:13](Cl)=[O:14]>>[CH3:10][O:11][N:12]([CH3:16])[C:13](=[O:14])[O:1][NH:2][C:3]([O:4][C:5]([CH3:8])([CH3:7])[CH3:6])=[O:9]. Reported procedure: [(tert-Butoxy)carbonyl]amino N-methoxy-N-methylcarbamate is prepared from tert-butyl N-hydroxycarbamate and N-Methoxy-N-methylcarbamoyl chloride according to Scheme 1. (2.48 g, 100%), 1H NMR (500 MHz, CHLOROFORM-d) δ ppm 7.83 (1H, s), 3.76 (3H, s), 3.23 (3H, s), 1.48 (9H, s). Reactants: FC1=CC=C(OC2=NC=CC=C2\C=C\CC2=CC=C(C=C2)OC)C=C1 ((E)-2-(4-Fluorophenoxy)-3-[3-(4-methoxyphenyl)-1-propenyl]-pyridine), 10. Reagents/catalysts: [Pd] (Pd/C). Run in C(C)O (ethanol). Run at time 2 hour. Product: FC1=CC=C(OC2=NC=CC=C2CCCC2=CC=C(C=C2)OC)C=C1 (1-[2-(4-Fluorophenoxy)-3-pyridinyl)-3-(4-methoxyphenyl)propane). Yield: 82.3%. RXN SMILES: [F:1][C:2]1[CH:25]=[CH:24][C:5]([O:6][C:7]2[C:12](/[CH:13]=[CH:14]/[CH2:15][C:16]3[CH:21]=[CH:20][C:19]([O:22][CH3:23])=[CH:18][CH:17]=3)=[CH:11][CH:10]=[CH:9][N:8]=2)=[CH:4][CH:3]=1>C(O)C.[Pd]>[F:1][C:2]1[CH:3]=[CH:4][C:5]([O:6][C:7]2[C:12]([CH2:13][CH2:14][CH2:15][C:16]3[CH:17]=[CH:18][C:19]([O:22][CH3:23])=[CH:20][CH:21]=3)=[CH:11][CH:10]=[CH:9][N:8]=2)=[CH:24][CH:25]=1. Reported procedure: To a solution of 60 mg (0.18 mmol) (E)-2-(4-Fluorophenoxy)-3-[3-(4-methoxyphenyl)-1-propenyl]-pyridine in 50 mL of ethanol was added 50 mg of 10%Pd/C, and the mixture was hydrogenated at 45 psi on a Parr Shaker Apparatus for 2 h. The catalyst was removed by filtration, and the filtrate was concentrated to afford 50 mg (83% yield) of the title compound as a colorless oil. 1H NMR (CDCl3) d 1.92-2.06 (2H, m), 2.67 (2H, t, J=8 Hz), 2.75 (2H, t, J=8 Hz), 3.80 (3H, s), 6.82-7.14 (9H, m), 7.52 (1H, dd,...